The task is: describe an organic reaction: reactants, conditions, products, and yield. This data is from the Open Reaction Database (ORD), a public repository of structured organic reaction records. The reactants are Cl (hydrochloric acid), C1(=CC=CC=C1)P(C1=CC=CC=C1)(C1=CC=CC=C1)=CC(=O)OC (methyl triphenylphosphoranylideneacetate), [Na].CS (Methanethiol sodium salt), BrC1=C(C=O)C=CC=C1 (2-bromobenzaldehyde), CN(C=O)C (N,N-dimethylformamide). The solvent is C(C)(=O)OCC (ethyl acetate). Run at time 12 hour. Product: CC1=C(C=CC(=S)OC)C=CC=C1 (methyl o-methylthiocinnamate). The yield is 51.0%. As a reaction SMILES: [Na].C[SH:3].Br[C:5]1[CH:12]=[CH:11][CH:10]=[CH:9][C:6]=1[CH:7]=O.Cl.[C:14]1(P(=CC(OC)=O)(C2C=CC=CC=2)C2C=CC=CC=2)[CH:19]=CC=C[CH:15]=1.CN(C)[CH:40]=[O:41]>C(OCC)(=O)C>[CH3:7][C:6]1[CH:9]=[CH:10][CH:11]=[CH:12][C:5]=1[CH:15]=[CH:14][C:19]([O:41][CH3:40])=[S:3] |f:0.1,^1:0|. Procedure: Methanethiol sodium salt (4.0 g, 52 mmol) was added to a solution (70 mL) of 2-bromobenzaldehyde (9.25 g, 50 mmol) in N,N-dimethylformamide, followed by reflux for 2 hours. Next, the reaction solution was added to dilute hydrochloric acid (0.5 mol/L) under ice-cooling to neutralize the reaction solution, and the mixture was then extracted with ethyl acetate. After the extract was washed with a saturated aqueous solution of sodium bicarbonate and with a saturated brine and then dried over sodium ...